Dataset: the Open Reaction Database (ORD), a public repository of structured organic reaction records. Task: describe an organic reaction: reactants, conditions, products, and yield Reactants: COc1ccc2c(CCI)coc2c1, CS(C)=O, CCN(C(C)C)C(C)C, c1cnc2c(N3CCNCC3)cccc2c1. The product is COc1ccc2c(CCN3CCN(c4cccc5cccnc45)CC3)coc2c1. Reaction SMILES: [CH3:1][O:2][c:3]1[cH:4][c:5]2[c:6]([c:7]([CH2:10][CH2:11][I:12])[cH:8][o:9]2)[cH:13][cH:14]1.[CH3:40][S:41]([CH3:42])=[O:43].[CH:31]([N:32]([CH2:33][CH3:34])[CH:35]([CH3:36])[CH3:37])([CH3:38])[CH3:39].[N:15]1([c:21]2[cH:22][cH:23][cH:24][c:25]3[cH:26][cH:27][cH:28][n:29][c:30]23)[CH2:16][CH2:17][NH:18][CH2:19][CH2:20]1>>[CH3:1][O:2][c:3]1[cH:4][c:5]2[c:6]([c:7]([CH2:10][CH2:11][N:18]3[CH2:17][CH2:16][N:15]([c:21]4[cH:22][cH:23][cH:24][c:25]5[cH:26][cH:27][cH:28][n:29][c:30]45)[CH2:20][CH2:19]3)[cH:8][o:9]2)[cH:13][cH:14]1. Run in CO (MeOH), C1CCOC1 (THF), O (H2O). As a reaction SMILES: [OH-].[Na+].C([O:5][C:6](=[O:44])[CH2:7][C:8]1[CH:13]=[C:12]([C:14]2[N:18]([CH:19]([CH3:21])[CH3:20])[C:17]3[CH:22]([C:34]4[CH:39]=[CH:38][C:37]([C:40]#[N:41])=[CH:36][CH:35]=4)[N:23]([C:26]4[CH:31]=[CH:30][CH:29]=[C:28]([Cl:32])[C:27]=4[F:33])[C:24](=[O:25])[C:16]=3[CH:15]=2)[C:11]([O:42][CH3:43])=[CH:10][N:9]=1)C.Cl>CO.C1COCC1.O>[Cl:32][C:28]1[C:27]([F:33])=[C:26]([N:23]2[C:24](=[O:25])[C:16]3[CH:15]=[C:14]([C:12]4[C:11]([O:42][CH3:43])=[CH:10][N:9]=[C:8]([CH2:7][C:6]([OH:44])=[O:5])[CH:13]=4)[N:18]([CH:19]([CH3:21])[CH3:20])[C:17]=3[CH:22]2[C:34]2[CH:39]=[CH:38][C:37]([C:40]#[N:41])=[CH:36][CH:35]=2)[CH:31]=[CH:30][CH:29]=1 |f:0.1|. Run at time 30 minute. Reactants: [OH-].[Na+] (NaOH), C(C)OC(CC1=NC=C(C(=C1)C1=CC2=C(N1C(C)C)C(N(C2=O)C2=C(C(=CC=C2)Cl)F)C2=CC=C(C=C2)C#N)OC)=O ({4-[5-(3-chloro-2-fluoro-phenyl)-6-(4-cyano-phenyl)-1-isopropyl-4-oxo-1,4,5,6-tetrahydro-pyrrolo[3,4-b]pyrrol-2-yl]-5-methoxy-pyridin-2-yl}-acetic acid ethyl ester), Cl (HCl). Procedure: 2N Aqueous NaOH (0.906 mmol) was added to a solution of {4-[5-(3-chloro-2-fluoro-phenyl)-6-(4-cyano-phenyl)-1-isopropyl-4-oxo-1,4,5,6-tetrahydro-pyrrolo[3,4-b]pyrrol-2-yl]-5-methoxy-pyridin-2-yl}-acetic acid ethyl ester (Step 84.1) (0.227 mmol) in MeOH (0.4 mL) and THF (0.4 mL) at 0° C. After stirring for 30 min, the reaction mixture was diluted with H2O, acidified to pH 3-4 with 1N aqueous HCl and then extracted with EtOAc (2×). The combined organic layers were dried (MgSO4), filtered and conce... The product is ClC=1C(=C(C=CC1)N1C(C=2N(C(=CC2C1=O)C1=CC(=NC=C1OC)CC(=O)O)C(C)C)C1=CC=C(C=C1)C#N)F ({4-[5-(3-Chloro-2-fluoro-phenyl)-6-(4-cyano-phenyl)-1-isopropyl-4-oxo-1,4,5,6-tetrahydro-pyrrolo[3,4-b]pyrrol-2-yl]-5-methoxy-pyridin-2-yl}-acetic acid). Starting materials: CCN(C(C)C)C(C)C, ClCCl, NC(Cc1ccccc1)(c1ccc(F)cc1)c1cc(F)cc(OC(F)(F)C(F)F)c1, NC(=O)C(CC(F)(F)F)NC(=O)OCC1c2ccccc2-c2ccccc21. The product is O=C(NC(CC(F)(F)F)C(=O)NC(Cc1ccccc1)(c1ccc(F)cc1)c1cc(F)cc(OC(F)(F)C(F)F)c1)OCC1c2ccccc2-c2ccccc21. Reaction SMILES: [CH:58]([N:59]([CH2:60][CH3:61])[CH:62]([CH3:63])[CH3:64])([CH3:65])[CH3:66].[Cl:67][CH2:68][Cl:69].[F:1][c:2]1[cH:3][c:4]([C:15]([CH2:16][c:17]2[cH:18][cH:19][cH:20][cH:21][cH:22]2)([NH2:23])[c:24]2[cH:25][cH:26][c:27]([F:30])[cH:28][cH:29]2)[cH:5][c:6]([O:8][C:9]([CH:10]([F:11])[F:12])([F:13])[F:14])[cH:7]1.[NH2:31][C:32]([CH:33]([CH2:34][C:35]([F:36])([F:37])[F:38])[NH:39][C:40]([O:41][CH2:42][CH:43]1[c:44]2[cH:45][cH:46][cH:47][cH:48][c:49]2-[c:50]2[cH:51][cH:52][cH:53][cH:54][c:55]21)=[O:56])=[O:57]>>[F:1][c:2]1[cH:3][c:4]([C:15]([CH2:16][c:17]2[cH:18][cH:19][cH:20][cH:21][cH:22]2)([NH:23][C:32]([CH:33]([CH2:34][C:35]([F:36])([F:37])[F:38])[NH:39][C:40]([O:41][CH2:42][CH:43]2[c:44]3[cH:45][cH:46][cH:47][cH:48][c:49]3-[c:50]3[cH:51][cH:52][cH:53][cH:54][c:55]32)=[O:56])=[O:57])[c:24]2[cH:25][cH:26][c:27]([F:30])[cH:28][cH:29]2)[cH:5][c:6]([O:8][C:9]([CH:10]([F:11])[F:12])([F:13])[F:14])[cH:7]1. The reactants are C(C1=CC=CC=C1)N1CCC(CC1)N(C(OC(C)(C)C)=O)CC=1N=CNC1 (tert-butyl (1-benzyl-4-piperidinyl)((1H-imidazol-4-yl)methyl)carbamate), [H-].[Na+] (sodium hydride), C[Si](CCOCCl)(C)C (2-(trimethylsilyl)ethoxymethyl chloride). The solvent is C(C)(=O)OCC (ethyl acetate), O (water), CN(C)C=O (DMF). Product: C(C1=CC=CC=C1)N1CCC(CC1)N(C(OC(C)(C)C)=O)CC=1N=CN(C1)COCC[Si](C)(C)C (tert-butyl (1-benzyl-4-piperidinyl)((1-((2-(trimethylsilyl)ethoxy)methyl)-1H-imidazol-4-yl)methyl)carbamate). The yield is 24.0%. RXN SMILES: [CH2:1]([N:8]1[CH2:13][CH2:12][CH:11]([N:14]([CH2:22][C:23]2[N:24]=[CH:25][NH:26][CH:27]=2)[C:15](=[O:21])[O:16][C:17]([CH3:20])([CH3:19])[CH3:18])[CH2:10][CH2:9]1)[C:2]1[CH:7]=[CH:6][CH:5]=[CH:4][CH:3]=1.[H-].[Na+].[CH3:30][Si:31]([CH3:38])([CH3:37])[CH2:32][CH2:33][O:34][CH2:35]Cl>CN(C=O)C.C(OCC)(=O)C.O>[CH2:1]([N:8]1[CH2:13][CH2:12][CH:11]([N:14]([CH2:22][C:23]2[N:24]=[CH:25][N:26]([CH2:35][O:34][CH2:33][CH2:32][Si:31]([CH3:38])([CH3:37])[CH3:30])[CH:27]=2)[C:15](=[O:21])[O:16][C:17]([CH3:20])([CH3:19])[CH3:18])[CH2:10][CH2:9]1)[C:2]1[CH:3]=[CH:4][CH:5]=[CH:6][CH:7]=1 |f:1.2|. Procedure details: To a solution of tert-butyl (1-benzyl-4-piperidinyl)((1H-imidazol-4-yl)methyl)carbamate (1.3 g) obtained in Example 83b) in DMF (30 ml) was added sodium hydride (0.22 g) under ice-cooling, and mixed at room temperature for 1 hour. Subsequently, 2-(trimethylsilyl)ethoxymethyl chloride (1.3 ml) was added under ice-cooling, and then mixed at room temperature for 2 hours. The reaction solution was diluted with ethyl acetate and water, and the organic layer was collected by separation. The organic la...